From a dataset of the Open Reaction Database (ORD), a public repository of structured organic reaction records. describe an organic reaction: reactants, conditions, products, and yield Reactants: C(C1=CC=CC=C1)N1CC=2N=CN=C(C2CC1)NC1=CC=C(C=C1)F (7-Benzyl-N-(4-fluorophenyl)-5,6,7,8-tetrahydropyrido[3,4-d]pyrimidin-4-amine). Reagents/catalysts: [OH-].[Pd+2].[OH-] (palladium hydroxide). Solvent: CO (methanol). Conditions: time 1 day. Yields the product FC1=CC=C(C=C1)NC=1C2=C(N=CN1)CNCC2 (N-(4-Fluorophenyl)-5,6,7,8-tetrahydropyrido[3,4-d]pyrimidin-4-amine). Yield: 101.3%. Reaction SMILES: C([N:8]1[CH2:17][CH2:16][C:15]2[C:14]([NH:18][C:19]3[CH:24]=[CH:23][C:22]([F:25])=[CH:21][CH:20]=3)=[N:13][CH:12]=[N:11][C:10]=2[CH2:9]1)C1C=CC=CC=1>CO.[OH-].[Pd+2].[OH-]>[F:25][C:22]1[CH:21]=[CH:20][C:19]([NH:18][C:14]2[C:15]3[CH2:16][CH2:17][NH:8][CH2:9][C:10]=3[N:11]=[CH:12][N:13]=2)=[CH:24][CH:23]=1 |f:2.3.4|. Procedure details: 7-Benzyl-N-(4-fluorophenyl)-5,6,7,8-tetrahydropyrido[3,4-d]pyrimidin-4-amine (0.64 g, 1.9 mmol) was dissolved in methanol (25 mL) and palladium hydroxide was added (0.5 g, 20% wt). The mixture was shaken on a Parr Shaker under H2(g) atmosphere (60 PSI) for 1 day. The mixture was filtered through celite and evaporated to give 0.47 g of material as grey crystals (quant.), which was used as such for the next step.